Dataset: the Open Reaction Database (ORD), a public repository of structured organic reaction records. Task: describe an organic reaction: reactants, conditions, products, and yield Starting materials: CC(C)(C)OC(=O)NCCCN, O=c1c2ccc(Cl)n2nc(C(O)C2CC2)n1Cc1ccccc1, Cc1ccccc1C. Yields the product CC(C)(C)OC(=O)NCCCNC(c1nn2c(Cl)ccc2c(=O)n1Cc1ccccc1)C1CC1. As a reaction SMILES: [C:24](=[O:25])([O:26][C:27]([CH3:28])([CH3:29])[CH3:30])[NH:31][CH2:32][CH2:33][CH2:34][NH2:35].[CH2:1]([c:2]1[cH:3][cH:4][cH:5][cH:6][cH:7]1)[n:8]1[c:9]([CH:19]([OH:20])[CH:21]2[CH2:22][CH2:23]2)[n:10][n:11]2[c:12]([c:13]1=[O:14])[cH:15][cH:16][c:17]2[Cl:18].[c:36]1([CH3:37])[c:38]([CH3:39])[cH:40][cH:41][cH:42][cH:43]1>>[CH2:1]([c:2]1[cH:3][cH:4][cH:5][cH:6][cH:7]1)[n:8]1[c:9]([CH:19]([CH:21]2[CH2:22][CH2:23]2)[NH:35][CH2:34][CH2:33][CH2:32][NH:31][C:24](=[O:25])[O:26][C:27]([CH3:28])([CH3:29])[CH3:30])[n:10][n:11]2[c:12]([c:13]1=[O:14])[cH:15][cH:16][c:17]2[Cl:18]. Starting materials: C[SiH](C)Cl, CC(C)O, C=CC1CC2C=CC1C2, [Pt]. The product is C[Si](C)(Cl)CCC1CC2C=CC1C2. RXN SMILES: [CH3:10][SiH:11]([Cl:12])[CH3:13].[CH:14]([OH:15])([CH3:16])[CH3:17].[CH:1](=[CH2:2])[CH:3]1[CH:4]2[CH:5]=[CH:6][CH:7]([CH2:8]1)[CH2:9]2.[Pt:18]>>[CH2:1]([CH2:2][Si:11]([CH3:10])([Cl:12])[CH3:13])[CH:3]1[CH:4]2[CH:5]=[CH:6][CH:7]([CH2:8]1)[CH2:9]2. As a reaction SMILES: [CH2:1]([CH:8]1[CH2:13][CH2:12][C:11](=O)[CH2:10][CH2:9]1)[C:2]1[CH:7]=[CH:6][CH:5]=[CH:4][CH:3]=1.[C-:15]#[N:16].[K+].[ClH:18].[CH3:19][NH:20][CH3:21].CO>CNC>[ClH:18].[CH2:1]([CH:8]1[CH2:13][CH2:12][C:11]([C:15]#[N:16])([N:20]([CH3:21])[CH3:19])[CH2:10][CH2:9]1)[C:2]1[CH:7]=[CH:6][CH:5]=[CH:4][CH:3]=1 |f:1.2,3.4,7.8|. Reactants: C(C1=CC=CC=C1)C1CCC(CC1)=O (4-benzylcyclohexanone), [C-]#N.[K+] (potassium cyanide), Cl.CNC (dimethylamine hydrochloride), CO (methanol). Yields the product Cl.C(C1=CC=CC=C1)C1CCC(CC1)(N(C)C)C#N (4-benzyl-1-cyano-1-(dimethylamino)cyclohexane hydrochloride). The solvent is CNC (dimethylamine). Conditions: time 3 day. Procedure details: A mixture of 4-benzylcyclohexanone (4.40 g, 0.023 mole), 3.67 g of potassium cyanide, 5.50 g of dimethylamine hydrochloride and 3 ml of methanol in 30 ml of saturated aqueous dimethylamine was stirred at room temperature for 3 days. The mixture was then extracted thoroughly with CH2Cl2, and the organic layer was concentrated in vacuo. The residue was dissolved in diethyl ether, and the basic material was precipitated with 2 N HCl in diethyl ether. This solid was recrystallized from methylene chl... Isolated yield 61.0%. The reactants are ClC(=O)OCC (Ethyl chloroformate), N1(CCC2(CC1)C=1N(CCN2)C=CC1)C(=O)OC(C)(C)C (tert-butyl spiro[3,4-dihydro-2H-pyrrolo[1,2-a]pyrazine-1,4′-piperidine]-1′-carboxylate), C(=O)([O-])[O-].[K+].[K+] (K2CO3). Solvent: C(C)#N (acetonitrile). Conditions: time 8 hour. The product is C12(C=3N(CCN1C(=O)OCC)C=CC3)CCN(CC2)C(=O)OC(C)(C)C (1-tert-butyl 2′-ethyl 3′,4′-dihydro-2′H-spiro[piperidine-4,1′-pyrrolo[1,2-a]pyrazine]-1,2′-dicarboxylate). Isolated yield 63.2%. RXN SMILES: Cl[C:2]([O:4][CH2:5][CH3:6])=[O:3].[N:7]1([C:21]([O:23][C:24]([CH3:27])([CH3:26])[CH3:25])=[O:22])[CH2:12][CH2:11][C:10]2([NH:17][CH2:16][CH2:15][N:14]3[CH:18]=[CH:19][CH:20]=[C:13]23)[CH2:9][CH2:8]1.C([O-])([O-])=O.[K+].[K+]>C(#N)C>[C:10]12([CH2:11][CH2:12][N:7]([C:21]([O:23][C:24]([CH3:27])([CH3:26])[CH3:25])=[O:22])[CH2:8][CH2:9]1)[N:17]([C:2]([O:4][CH2:5][CH3:6])=[O:3])[CH2:16][CH2:15][N:14]1[CH:18]=[CH:19][CH:20]=[C:13]21 |f:2.3.4|. Reported procedure: Ethyl chloroformate (328.2 μL, 3.43 mmol) was added to a solution of tert-butyl spiro[3,4-dihydro-2H-pyrrolo[1,2-a]pyrazine-1,4′-piperidine]-1′-carboxylate (500 mg, 1.72 mmol) and K2CO3 (474.3 mg, 3.43 mmol) in acetonitrile (5.0 mL) and the reaction was stirred at room temperature overnight. The reaction was filtered using acetonitrile and the solvent was evaporated under reduced pressure. The compound was dissolved in ethyl acetate and washed with 1N hydrochloric acid and brine. The organic lay... Reactants: C(C)O (ethanol), [OH-].[Na+] (sodium hydroxide), [N+](=O)([O-])C1=CC=C(C(=O)OC\C=C(/C)\CC\C=C(\CC\C=C(/C)\CCC=C(C)C)/C)C=C1 (geranylgeranyl p-nitrobenzoate). The solvent is O (water), C1(=CC=CC=C1)C (toluene), O (water). Reaction conditions: temperature 50 celsius, time 2 hour. The product is C(\C=C(/C)\CCC=C(C)C)CC(C)=CCC\C(\C)=C\CO (geranylgeraniol). The yield is 111.0%. RXN SMILES: C(O)C.[OH-].[Na+].[N+](C1C=CC(C([O:15][CH2:16]/[CH:17]=[C:18](/[CH2:20][CH2:21]/[CH:22]=[C:23](\[CH3:35])/[CH2:24][CH2:25]/[CH:26]=[C:27](/[CH2:29][CH2:30][CH:31]=[C:32]([CH3:34])[CH3:33])\[CH3:28])\[CH3:19])=O)=CC=1)([O-])=O>O.C1(C)C=CC=CC=1>[CH2:25]([CH2:24][C:23](=[CH:22][CH2:21][CH2:20]/[C:18](=[CH:17]/[CH2:16][OH:15])/[CH3:19])[CH3:35])/[CH:26]=[C:27](/[CH2:29][CH2:30][CH:31]=[C:32]([CH3:34])[CH3:33])\[CH3:28] |f:1.2|. Procedure: 100 g of ethanol, 7.88 g of sodium hydroxide and 30 g of water were added to 75 g of geranylgeranyl p-nitrobenzoate (containing 0.98 g of geranylneryl p-nitrobenzoate and 67.35 g of geranylgeranyl p-nitrobenzoate) obtained as a cake in Example 7. The reaction mixture was stirred at 50°C. for 2 hours and cooled down to room temperature, to which 300 g of toluene and 200 g of water were added. The resulting organic phase was separated and washed twice with 200 g of water, and concentrated under re... Starting materials: N1CCC(CC1)C(=O)C1=CC(=CC=C1)C(F)(F)F (piperidin-4-yl(3-(trifluoromethyl)phenyl)methanone), C1(=CC=CC=C1)C=1NC(=CN1)C=O (2-phenyl-1H-imidazole-5-carbaldehyde), BH(OAc)3. Run in C(Cl)Cl (CH2Cl2). Reaction conditions: time 16 hour. Product: C1(=CC=CC=C1)C=1NC(=CN1)CN1CCC(CC1)C(=O)C1=CC(=CC=C1)C(F)(F)F ((1-((2-Phenyl-1H-imidazol-5-yl)methyl)piperidin-4-yl)(3-(trifluoromethyl)phenyl)-methanone). The yield is 53.7%. As a reaction SMILES: [NH:1]1[CH2:6][CH2:5][CH:4]([C:7]([C:9]2[CH:14]=[CH:13][CH:12]=[C:11]([C:15]([F:18])([F:17])[F:16])[CH:10]=2)=[O:8])[CH2:3][CH2:2]1.[C:19]1([C:25]2[NH:26][C:27]([CH:30]=O)=[CH:28][N:29]=2)[CH:24]=[CH:23][CH:22]=[CH:21][CH:20]=1>C(Cl)Cl>[C:19]1([C:25]2[NH:26][C:27]([CH2:30][N:1]3[CH2:2][CH2:3][CH:4]([C:7]([C:9]4[CH:14]=[CH:13][CH:12]=[C:11]([C:15]([F:16])([F:17])[F:18])[CH:10]=4)=[O:8])[CH2:5][CH2:6]3)=[CH:28][N:29]=2)[CH:20]=[CH:21][CH:22]=[CH:23][CH:24]=1. Reported procedure: To piperidin-4-yl(3-(trifluoromethyl)phenyl)methanone (1-1) (147 mg, 0.50 mmol) and 2-phenyl-1H-imidazole-5-carbaldehyde (1-2) (86 mg, 0.50 mmol) in 10 mL of CH2Cl2 was added MP-BH(OAc)3 (200 mg, 0.4 mmol), and the mixture was stirred at room temperature for 16 h. The reaction was filtered to remove the resin, and the filtrate was concentrated under a stream of N2 gas. The crude product was purified by reversed phase HPLC to give 111 mg (54%) of 1-3. HRMS (ES) 414.1786 (M+H) found, 414.1788 requ... The reactants are CC(=O)O[BH-](OC(C)=O)OC(C)=O, COCOc1ccc2c(c1)OCC(C=O)=C2, CC(Cl)Cl, CCOC(=O)C1CCCNC1, [Na+], [Na+], O=C([O-])O. The product is CCOC(=O)C1CCCN(CC2=Cc3ccc(OCOC)cc3OC2)C1. As a reaction SMILES: [C:28]([O:29][BH-:30]([O:31][C:32](=[O:33])[CH3:34])[O:35][C:36](=[O:37])[CH3:38])(=[O:39])[CH3:40].[CH3:1][O:2][CH2:3][O:4][c:5]1[cH:6][cH:7][c:8]2[c:13]([cH:14]1)[O:12][CH2:11][C:10]([CH:15]=[O:16])=[CH:9]2.[Cl:47][CH:48]([Cl:49])[CH3:50].[NH:17]1[CH2:18][CH:19]([C:23](=[O:24])[O:25][CH2:26][CH3:27])[CH2:20][CH2:21][CH2:22]1.[Na+:41].[Na+:46].[O-:42][C:43]([OH:44])=[O:45]>>[CH3:1][O:2][CH2:3][O:4][c:5]1[cH:6][cH:7][c:8]2[c:13]([cH:14]1)[O:12][CH2:11][C:10]([CH2:15][N:17]1[CH2:18][CH:19]([C:23](=[O:24])[O:25][CH2:26][CH3:27])[CH2:20][CH2:21][CH2:22]1)=[CH:9]2.